Dataset: the Open Reaction Database (ORD), a public repository of structured organic reaction records. Task: describe an organic reaction: reactants, conditions, products, and yield Starting materials: CCO, Cl, NN, O, O=C1c2ccccc2C(=O)N1CCCCn1ccnc1, NCCCCCCn1ccnc1, NCCCCCCCn1ccnc1, NCCCCCCCCn1ccnc1. Product: NCCCCn1ccnc1. As a reaction SMILES: [CH3:64][CH2:65][OH:66].[ClH:24].[NH2:22][NH2:23].[OH2:21].[n:1]1([CH2:6][CH2:7][CH2:8][CH2:9][N:10]2[C:11](=[O:12])[c:13]3[c:14]([cH:15][cH:16][cH:17][cH:18]3)[C:19]2=[O:20])[cH:2][n:3][cH:4][cH:5]1.[n:25]1([CH2:26][CH2:27][CH2:28][CH2:29][CH2:30][CH2:31][NH2:32])[cH:33][cH:34][n:35][cH:36]1.[n:37]1([CH2:38][CH2:39][CH2:40][CH2:41][CH2:42][CH2:43][CH2:44][NH2:45])[cH:46][cH:47][n:48][cH:49]1.[n:50]1([CH2:51][CH2:52][CH2:53][CH2:54][CH2:55][CH2:56][CH2:57][CH2:58][NH2:59])[cH:60][cH:61][n:62][cH:63]1>>[n:1]1([CH2:6][CH2:7][CH2:8][CH2:9][NH2:10])[cH:2][n:3][cH:4][cH:5]1. Reactants: NC1=C(C=CC=C1)C(CC[Si](C)(C)C)=O (1-(2-Aminophenyl)-3-(trimethylsilyl)propan-1-one), Cl.C(C)OCC (hydrochloric acid ethyl ether). Run in C(C)OCC (ethyl ether). Yields the product Cl.NC1=C(C=CC=C1)C(CC[Si](C)(C)C)=O (1-(2-Aminophenyl)-3-(trimethylsilyl)propan-1-one hydrochloride). The yield is 62.4%. As a reaction SMILES: [NH2:1][C:2]1[CH:7]=[CH:6][CH:5]=[CH:4][C:3]=1[C:8](=[O:15])[CH2:9][CH2:10][Si:11]([CH3:14])([CH3:13])[CH3:12].[ClH:16].C(OCC)C>C(OCC)C>[ClH:16].[NH2:1][C:2]1[CH:7]=[CH:6][CH:5]=[CH:4][C:3]=1[C:8](=[O:15])[CH2:9][CH2:10][Si:11]([CH3:14])([CH3:13])[CH3:12] |f:1.2,4.5|. Procedure: To the solution of crude (3) (220 gram, 92.2% HPLC purity) in ethyl ether (450 milliliter), was added saturated hydrochloric acid/ethyl ether solution dropwise at room temperature over 30 minutes. The precipitated solid was filtered, the filter cake was washed with mixed solvent (ethyl ether: n-hexane 1:1 v/v; 400 mL), and dried under high vacuum for 2 hours at room temperature to give the desired product (14) (160 g; yield: 62.4%) as a light tan solid. HPLC purity: 98%; LC-MS: m/z 222 (MH+); Reactants: CC(NCCCNC(=O)OC(C)(C)C)c1ccccn1, Cc1cccnc1C=O, ClCCl. Product: Cc1cccnc1CN(CCCNC(=O)OC(C)(C)C)C(C)c1ccccn1. Reaction SMILES: [C:1]([CH3:2])([CH3:3])([CH3:4])[O:5][C:6]([NH:7][CH2:8][CH2:9][CH2:10][NH:11][CH:12]([CH3:13])[c:14]1[n:15][cH:16][cH:17][cH:18][cH:19]1)=[O:20].[CH3:21][c:22]1[c:23]([CH:28]=[O:29])[n:24][cH:25][cH:26][cH:27]1.[Cl:30][CH2:31][Cl:32]>>[C:1]([CH3:2])([CH3:3])([CH3:4])[O:5][C:6]([NH:7][CH2:8][CH2:9][CH2:10][N:11]([CH:12]([CH3:13])[c:14]1[n:15][cH:16][cH:17][cH:18][cH:19]1)[CH2:28][c:23]1[c:22]([CH3:21])[cH:27][cH:26][cH:25][n:24]1)=[O:20]. Starting materials: NC1=NC(=NC=2N(N=C(C(C21)=O)C)C)N (5,7-diamino-1,3-dimethylpyrimido-(4,5-c)pyridazin-4(1H)-one), [OH-].[Na+] (sodium hydroxide). The product is NC=1NC(C2=C(N(N=C(C2=O)C)C)N1)=O (7-amino-1,3-dimethylpyrimido-(4,5-c)pyridazine-4,5(1H, 6H)-dione). Yield: 76.0%. RXN SMILES: N[C:2]1[C:11]2[C:10](=[O:12])[C:9]([CH3:13])=[N:8][N:7]([CH3:14])[C:6]=2[N:5]=[C:4]([NH2:15])[N:3]=1.[OH-:16].[Na+]>>[NH2:15][C:4]1[NH:3][C:2](=[O:16])[C:11]2[C:10](=[O:12])[C:9]([CH3:13])=[N:8][N:7]([CH3:14])[C:6]=2[N:5]=1 |f:1.2|. Procedure details: A mixture of 5,7-diamino-1,3-dimethylpyrimido-(4,5-c)pyridazin-4(1H)-one (0.50 g) and 1.5 N aqueous sodium hydroxide (35 ml) was stirred at reflux for 24 hours after which time a small amount of solid was removed by filtration of the hot mixture. On cooling, the yellow filtrate deposited white needles which were collected by filtration and dissolved in warm water (20 ml). Adjustment of this aqueous solution to pH 5 by dropwise addition of 6 N hydrochloric acid and subsequent cooling to room temp... Reactants: ClCC(CC#CC(=CCCC(C)=O)C)=C (10-Chloromethyl-6-methyl-5,10-undecadien-7-yn-2-one), CC(C)(C#C)O (2-methyl-3-butyn-2-ol), C([O-])([O-])=O.[K+].[K+] (potassium carbonate), cuprous chloride. The reagents and catalysts are [Cl-].C(C1=CC=CC=C1)[N+](CC)(CC)CC (benzyltriethylammonium chloride). The solvent is C(C)#N (acetonitrile). Reaction conditions: time 25 hour. Product: OC(C#CCC(CC#CC(=CCCC(C)=O)C)=C)(C)C (14-Hydroxy-6, 14-dimethyl-10-methylene-5-pentadecen-7, 12-diyn-2-one). Yield: 77.0%. As a reaction SMILES: Cl[CH2:2][C:3](=[CH2:15])[CH2:4][C:5]#[C:6][C:7]([CH3:14])=[CH:8][CH2:9][CH2:10][C:11](=[O:13])[CH3:12].[CH3:16][C:17]([OH:21])([C:19]#[CH:20])[CH3:18].C(=O)([O-])[O-].[K+].[K+]>[Cl-].C([N+](CC)(CC)CC)C1C=CC=CC=1.C(#N)C>[OH:21][C:17]([CH3:18])([CH3:16])[C:19]#[C:20][CH2:2][C:3](=[CH2:15])[CH2:4][C:5]#[C:6][C:7]([CH3:14])=[CH:8][CH2:9][CH2:10][C:11](=[O:13])[CH3:12] |f:2.3.4,5.6|. Procedure details: A mixture of 118 mg (0.52 mmole) of 10-chloromethyl-6-methyl-5,10-undecadien-7-yn-2-one (produced in accordance with Example III), 46 mg (0.55 mmole) of 2-methyl-3-butyn-2-ol (purchased from Aldrich Chemical Co., Milwaukee, Wis.), 125 mg (0.90 mmole) of anhydrous potassium carbonate, 12 mg (0.12 mmole) of cuprous chloride, and 13 mg (0.057 mmole) of benzyltriethylammonium chloride in 0.75 mL of acetonitrile (HPLC-grade, purchased from Aldrich Chemical Co., Milwaukee, Wis.) was stirred vigorously... Starting materials: CC(=O)OCC1OC(OC(C)=O)C(N)C(OC(C)=O)C1OC(C)=O, Cl, O=C(O)c1cccc(I)c1, O=S(Cl)Cl, c1ccccc1, c1ccncc1. Yields the product CC(=O)OCC1OC(OC(C)=O)C(NC(=O)c2cccc(I)c2)C(OC(C)=O)C1OC(C)=O. Reaction SMILES: [C:15]([CH3:16])(=[O:17])[O:18][CH:19]1[CH:20]([NH2:21])[CH:22]([O:23][C:24]([CH3:25])=[O:26])[CH:27]([O:28][C:29]([CH3:30])=[O:31])[CH:32]([CH2:34][O:35][C:36]([CH3:37])=[O:38])[O:33]1.[ClH:39].[I:1][c:2]1[cH:3][c:4]([C:5](=[O:6])[OH:7])[cH:8][cH:9][cH:10]1.[S:11]([Cl:12])([Cl:13])=[O:14].[cH:40]1[cH:41][cH:42][cH:43][cH:44][cH:45]1.[cH:46]1[cH:47][cH:48][n:49][cH:50][cH:51]1>>[I:1][c:2]1[cH:3][c:4]([C:5](=[O:7])[NH:21][CH:20]2[CH:19]([O:18][C:15]([CH3:16])=[O:17])[O:33][CH:32]([CH2:34][O:35][C:36]([CH3:37])=[O:38])[CH:27]([O:28][C:29]([CH3:30])=[O:31])[CH:22]2[O:23][C:24]([CH3:25])=[O:26])[cH:8][cH:9][cH:10]1.